Dataset: the Open Reaction Database (ORD), a public repository of structured organic reaction records. Task: describe an organic reaction: reactants, conditions, products, and yield Starting materials: O=C1OC2(CCN(C(=O)c3c[nH]c4cc(Cl)ccc34)CC2)c2ccc(F)cc21, Fc1ccccn1, [H-], [Na+], CN(C)C=O. The product is O=C1OC2(CCN(C(=O)c3cn(-c4ccccn4)c4cc(Cl)ccc34)CC2)c2ccc(F)cc21. RXN SMILES: [Cl:1][c:2]1[cH:3][cH:4][c:5]2[c:6]([C:11](=[O:12])[N:13]3[CH2:14][CH2:15][C:16]4([O:17][C:18](=[O:26])[c:19]5[c:20]4[cH:21][cH:22][c:23]([F:25])[cH:24]5)[CH2:27][CH2:28]3)[cH:7][nH:8][c:9]2[cH:10]1.[F:31][c:32]1[n:33][cH:34][cH:35][cH:36][cH:37]1.[H-:30].[Na+:29].[O:38]=[CH:39][N:40]([CH3:41])[CH3:42]>>[Cl:1][c:2]1[cH:3][cH:4][c:5]2[c:6]([C:11](=[O:12])[N:13]3[CH2:14][CH2:15][C:16]4([O:17][C:18](=[O:26])[c:19]5[c:20]4[cH:21][cH:22][c:23]([F:25])[cH:24]5)[CH2:27][CH2:28]3)[cH:7][n:8](-[c:32]3[n:33][cH:34][cH:35][cH:36][cH:37]3)[c:9]2[cH:10]1.